Dataset: the Open Reaction Database (ORD), a public repository of structured organic reaction records. Task: describe an organic reaction: reactants, conditions, products, and yield Reactants: NC=1SC=C(N1)CC(=O)O (2-aminothiazol-4-ylacetic acid), Cl (hydrogen chloride). Run in C(Cl)Cl (methylene chloride). Product: Cl.NC=1SC=C(N1)CC(=O)O (2-aminothiazol-4-ylacetic acid hydrochloride). RXN SMILES: [NH2:1][C:2]1[S:3][CH:4]=[C:5]([CH2:7][C:8]([OH:10])=[O:9])[N:6]=1.[ClH:11]>C(Cl)Cl>[ClH:11].[NH2:1][C:2]1[S:3][CH:4]=[C:5]([CH2:7][C:8]([OH:10])=[O:9])[N:6]=1 |f:3.4|. Reported procedure: To a suspension of 2-aminothiazol-4-ylacetic acid (1.2 g.) in dried methylene chloride (75 ml.) was introduced dried hydrogen chloride gas under ice-cooling and stirring to produce 2-aminothiazol-4-ylacetic acid hydrochloride, and to the mixture was gradually added phosphorus pentachloride (4.0 g.) under ice-cooling and stirring and the mixture was stirred for 1 to 2 hours at room temperature. After removal of methylene chloride from the mixture, to the residue was added dried benzene and then t... RXN SMILES: [C:28].[CH2:1]([c:2]1[cH:3][cH:4][cH:5][cH:6][cH:7]1)[O:8][c:9]1[cH:10][c:11]([C:24]([F:25])([F:26])[F:27])[c:12]2[cH:13][c:14]([C:19](=[O:20])[O:21][CH2:22][CH3:23])[n:15]([CH3:18])[c:16]2[cH:17]1.[O:30]1[CH2:31][CH2:32][CH2:33][CH2:34]1.[Pd:29]>>[OH:8][c:9]1[cH:10][c:11]([C:24]([F:25])([F:26])[F:27])[c:12]2[cH:13][c:14]([C:19](=[O:20])[O:21][CH2:22][CH3:23])[n:15]([CH3:18])[c:16]2[cH:17]1. Reactants: C, CCOC(=O)c1cc2c(C(F)(F)F)cc(OCc3ccccc3)cc2n1C, C1CCOC1, [Pd]. The product is CCOC(=O)c1cc2c(C(F)(F)F)cc(O)cc2n1C. Starting materials: CCOC(=O)CN1CCc2ccc(-c3noc(-c4ccc(OC(C)C)c(C(F)(F)F)c4)n3)cc2CC1, CCO, [Na+], [OH-]. Product: CC(C)Oc1ccc(-c2nc(-c3ccc4c(c3)CCN(CC(=O)O)CC4)no2)cc1C(F)(F)F. RXN SMILES: [CH3:1][CH:2]([CH3:3])[O:4][c:5]1[c:6]([C:33]([F:34])([F:35])[F:36])[cH:7][c:8](-[c:11]2[n:12][c:13](-[c:16]3[cH:17][c:18]4[c:19]([cH:31][cH:32]3)[CH2:20][CH2:21][N:22]([CH2:25][C:26](=[O:27])[O:28][CH2:29][CH3:30])[CH2:23][CH2:24]4)[n:14][o:15]2)[cH:9][cH:10]1.[CH3:39][CH2:40][OH:41].[Na+:38].[OH-:37]>>[CH3:1][CH:2]([CH3:3])[O:4][c:5]1[c:6]([C:33]([F:34])([F:35])[F:36])[cH:7][c:8](-[c:11]2[n:12][c:13](-[c:16]3[cH:17][c:18]4[c:19]([cH:31][cH:32]3)[CH2:20][CH2:21][N:22]([CH2:25][C:26](=[O:27])[OH:28])[CH2:23][CH2:24]4)[n:14][o:15]2)[cH:9][cH:10]1. Starting materials: BrC1=CC=C(C=C1)[C@H](C)N ((1S)-(−)-1-(4-Bromophenyl)ethylamine), C(CBr)OCCBr (2,2′-dibromodiethylether), C(C)(C)N(C(C)C)CC (N,N-diisopropylethylamine). The solvent is CN(C=O)C (dimethylformamide). Yields the product BrC1=CC=C(C=C1)[C@H](C)N1CCOCC1 ((1S)-4-(1-(4-Bromophenyl)ethyl)morpholine). The yield is 58.9%. As a reaction SMILES: [Br:1][C:2]1[CH:7]=[CH:6][C:5]([C@@H:8]([NH2:10])[CH3:9])=[CH:4][CH:3]=1.[CH2:11]([O:14][CH2:15][CH2:16]Br)[CH2:12]Br.C(N(CC)C(C)C)(C)C>CN(C)C=O>[Br:1][C:2]1[CH:7]=[CH:6][C:5]([C@@H:8]([N:10]2[CH2:16][CH2:15][O:14][CH2:11][CH2:12]2)[CH3:9])=[CH:4][CH:3]=1. Reported procedure: (1S)-(−)-1-(4-Bromophenyl)ethylamine (2.4 g), 2,2′-dibromodiethylether (3.25 g) and N,N-diisopropylethylamine (6 ml) were heated to 100° C. in dimethylformamide (40 ml) for 18 h, allowed to cool and partitioned between water and ethyl acetate. The organic phase was dried (MgSO4), evaporated under vacuum and purified by column chromatography using a 0–40% ethyl acetate/iso-hexane gradient. The product was obtained as a yellow oil (1.91 g). The reactants are [Cu]C#N (Copper(I) cyanide), C(C)(C)(C)OC(=O)N1CC(CC1)(CC1=CC=CC=C1)C(=O)C=1C=C2C(=CN(C2=CC1)S(=O)(=O)C1=CC=CC=C1)I (3-(1-benzenesulfonyl-3-iodo-1H-indole-5-carbonyl)-3-benzyl-pyrrolidine-1-carboxylic acid tert-butyl ester). The reagents and catalysts are [Pd].[Pd].C(C1=CC=CC=C1)=CC(=O)C=CC1=CC=CC=C1.C(C1=CC=CC=C1)=CC(=O)C=CC1=CC=CC=C1.C(C1=CC=CC=C1)=CC(=O)C=CC1=CC=CC=C1 (tris(dibenzylideneacetone) dipalladium(0)), C1(=CC=CC=C1)P([C-]1C=CC=C1)C1=CC=CC=C1.[C-]1(C=CC=C1)P(C1=CC=CC=C1)C1=CC=CC=C1.[Fe+2] (1,1′-bis(diphenylphosphino)ferrocene). Run in O1CCOCC1 (1,4-Dioxane). The product is C(C)(C)(C)OC(=O)N1CC(CC1)(CC1=CC=CC=C1)C(=O)C=1C=C2C(=CN(C2=CC1)S(=O)(=O)C1=CC=CC=C1)C#N (3-(1-benzenesulfonyl-3-cyano-1H-indole-5-carbonyl)-3-benzyl-pyrrolidine-1-carboxylic acid tert-butyl ester). Isolated yield 94.8%. As a reaction SMILES: [Cu][C:2]#[N:3].[C:4]([O:8][C:9]([N:11]1[CH2:15][CH2:14][C:13]([C:23]([C:25]2[CH:26]=[C:27]3[C:31](=[CH:32][CH:33]=2)[N:30]([S:34]([C:37]2[CH:42]=[CH:41][CH:40]=[CH:39][CH:38]=2)(=[O:36])=[O:35])[CH:29]=[C:28]3I)=[O:24])([CH2:16][C:17]2[CH:22]=[CH:21][CH:20]=[CH:19][CH:18]=2)[CH2:12]1)=[O:10])([CH3:7])([CH3:6])[CH3:5]>C1(P(C2C=CC=CC=2)[C-]2C=CC=C2)C=CC=CC=1.[C-]1(P(C2C=CC=CC=2)C2C=CC=CC=2)C=CC=C1.[Fe+2].[Pd].[Pd].C(=CC(C=CC1C=CC=CC=1)=O)C1C=CC=CC=1.C(=CC(C=CC1C=CC=CC=1)=O)C1C=CC=CC=1.C(=CC(C=CC1C=CC=CC=1)=O)C1C=CC=CC=1.O1CCOCC1>[C:4]([O:8][C:9]([N:11]1[CH2:15][CH2:14][C:13]([C:23]([C:25]2[CH:26]=[C:27]3[C:31](=[CH:32][CH:33]=2)[N:30]([S:34]([C:37]2[CH:38]=[CH:39][CH:40]=[CH:41][CH:42]=2)(=[O:36])=[O:35])[CH:29]=[C:28]3[C:2]#[N:3])=[O:24])([CH2:16][C:17]2[CH:18]=[CH:19][CH:20]=[CH:21][CH:22]=2)[CH2:12]1)=[O:10])([CH3:7])([CH3:5])[CH3:6] |f:2.3.4,5.6.7.8.9|. Procedure: Copper(I) cyanide (76 mg, 0.852 mmol) was added to a 25 mL round bottom flask charged with 3-(1-benzenesulfonyl-3-iodo-1H-indole-5-carbonyl)-3-benzyl-pyrrolidine-1-carboxylic acid tert-butyl ester (143 mg, 0.213 mmol), followed by 1,1′-bis(diphenylphosphino)ferrocene (24 mg, 0.043 mmol) and tris(dibenzylideneacetone) dipalladium(0) (10 mg, 0.011 mmol). 1,4-Dioxane (1.5 mL) was then added and the mixture was heated to reflux under nitrogen atmosphere for one hour. The reaction mixture was cooled ... The reactants are FC1=C(C(=CC(=C1)C1=CC(=CC=C1)F)[N+](=O)[O-])C (1-fluoro-5-(3-fluorophenyl)-2-methyl-3-nitro-benzene). Reagents/catalysts: [Pd] (Pd/C). Run in CCO (EtOH). Run at time 48 hour. The product is FC=1C(=C(N)C=C(C1)C1=CC(=CC=C1)F)C (3-Fluoro-5-(3-fluorophenyl)-2-methyl-aniline). Yield: 43.9%. Reaction SMILES: [F:1][C:2]1[CH:7]=[C:6]([C:8]2[CH:13]=[CH:12][CH:11]=[C:10]([F:14])[CH:9]=2)[CH:5]=[C:4]([N+:15]([O-])=O)[C:3]=1[CH3:18]>CCO.[Pd]>[F:1][C:2]1[C:3]([CH3:18])=[C:4]([CH:5]=[C:6]([C:8]2[CH:13]=[CH:12][CH:11]=[C:10]([F:14])[CH:9]=2)[CH:7]=1)[NH2:15]. Procedure details: A solution of 1-fluoro-5-(3-fluorophenyl)-2-methyl-3-nitro-benzene (4.0 g, 16.0 mmol, 1.0 eq) in EtOH (80 mL) was added to Pd/C (10%, 0.8 g) and the mixture stirred under hydrogen for 48 h. The catalyst was removed by filtration through celite and the compound purified by silica gel chromatography (petroleum ether:EtOAc, 20:1 to 10:1) to give the title compound as a white solid (1.54 g, 44%).